From a dataset of the Open Reaction Database (ORD), a public repository of structured organic reaction records. describe an organic reaction: reactants, conditions, products, and yield Starting materials: [Al+3], [H-], [H-], [H-], [H-], [Li+], C1CCOC1, CCOC(=O)C1CCC2(C1)OCCO2. Yields the product OCC1CCC2(C1)OCCO2. As a reaction SMILES: [Al+3:2].[H-:1].[H-:4].[H-:5].[H-:6].[Li+:3].[O:21]1[CH2:22][CH2:23][CH2:24][CH2:25]1.[O:7]1[CH2:8][CH2:9][O:10][C:11]12[CH2:12][CH:13]([C:16](=[O:17])[O:18][CH2:19][CH3:20])[CH2:14][CH2:15]2>>[O:7]1[CH2:8][CH2:9][O:10][C:11]12[CH2:12][CH:13]([CH2:16][OH:17])[CH2:14][CH2:15]2. Reactants: [I-], [K+], O=N[O-], Nc1cc(C(=O)O)cc([N+](=O)[O-])c1, [Na+], O, O=S(=O)(O)O. Yields the product O=C(O)c1cc(I)cc([N+](=O)[O-])c1. RXN SMILES: [I-:19].[K+:18].[N:14]([O-:15])=[O:16].[NH2:1][c:2]1[cH:3][c:4]([C:5](=[O:6])[OH:7])[cH:8][c:9]([N+:11](=[O:12])[O-:13])[cH:10]1.[Na+:17].[OH2:20].[S:21](=[O:22])(=[O:23])([OH:24])[OH:25]>>[c:2]1([I:19])[cH:3][c:4]([C:5](=[O:6])[OH:7])[cH:8][c:9]([N+:11](=[O:12])[O-:13])[cH:10]1. Starting materials: N#CCCl, NCCc1c[nH]c2ccc(Cl)cc12, C1CCOC1. Yields the product N#CCNCCc1c[nH]c2ccc(Cl)cc12. As a reaction SMILES: [Cl:14][CH2:15][C:16]#[N:17].[Cl:1][c:2]1[cH:3][cH:4][c:5]2[nH:6][cH:7][c:8]([CH2:9][CH2:10][NH2:11])[c:12]2[cH:13]1.[O:18]1[CH2:19][CH2:20][CH2:21][CH2:22]1>>[Cl:1][c:2]1[cH:3][cH:4][c:5]2[nH:6][cH:7][c:8]([CH2:9][CH2:10][NH:11][CH2:15][C:16]#[N:17])[c:12]2[cH:13]1. The reactants are CC1CCCN1, CCOC(C)=O, ClCCCOc1ccc(-c2c3c(nc4ccnn24)CCCCC3)cc1, [K+], [K+], O=C([O-])[O-], CN(C)C=O. Product: CC1CCCN1CCCOc1ccc(-c2c3c(nc4ccnn24)CCCCC3)cc1. As a reaction SMILES: [CH3:26][CH:27]1[NH:28][CH2:29][CH2:30][CH2:31]1.[CH3:43][CH2:44][O:45][C:46]([CH3:47])=[O:48].[Cl:1][CH2:2][CH2:3][CH2:4][O:5][c:6]1[cH:7][cH:8][c:9](-[c:12]2[n:13]3[n:14][cH:15][cH:16][c:17]3[n:18][c:19]3[c:20]2[CH2:21][CH2:22][CH2:23][CH2:24][CH2:25]3)[cH:10][cH:11]1.[K+:32].[K+:33].[O-:34][C:35]([O-:36])=[O:37].[O:38]=[CH:39][N:40]([CH3:41])[CH3:42]>>[CH2:2]([CH2:3][CH2:4][O:5][c:6]1[cH:7][cH:8][c:9](-[c:12]2[n:13]3[n:14][cH:15][cH:16][c:17]3[n:18][c:19]3[c:20]2[CH2:21][CH2:22][CH2:23][CH2:24][CH2:25]3)[cH:10][cH:11]1)[N:28]1[CH:27]([CH3:26])[CH2:31][CH2:30][CH2:29]1. Starting materials: CC(C)CCBr, CCCCCCCCCCC=CCCCl, [I-], [Mg], C1CCOC1. Yields the product CCCCCCCCCCC=CCCCCC(C)C. Reaction SMILES: [CH2:17]([CH2:18][CH:19]([CH3:20])[CH3:21])[Br:22].[Cl:2][CH2:3][CH2:4][CH:5]=[CH:6][CH2:7][CH2:8][CH2:9][CH2:10][CH2:11][CH2:12][CH2:13][CH2:14][CH2:15][CH3:16].[I-:23].[Mg:1].[O:24]1[CH2:25][CH2:26][CH2:27][CH2:28]1>>[CH2:3]([CH2:4][CH:5]=[CH:6][CH2:7][CH2:8][CH2:9][CH2:10][CH2:11][CH2:12][CH2:13][CH2:14][CH2:15][CH3:16])[CH2:17][CH2:18][CH:19]([CH3:20])[CH3:21]. As a reaction SMILES: Cl[C:2]1[N:7]=[C:6]([NH:8][C:9]([CH3:15])([CH3:14])[C:10]([CH3:13])([CH3:12])[CH3:11])[N:5]=[C:4]([NH:16][C:17]([CH3:23])([CH3:22])[C:18]([CH3:21])([CH3:20])[CH3:19])[N:3]=1.[CH:24]12[CH2:32][CH2:31][CH:28]([CH2:29][CH2:30]1)[CH2:27][NH:26][CH2:25]2>COCCOCCOC>[CH3:22][C:17]([NH:16][C:4]1[N:5]=[C:6]([NH:8][C:9]([CH3:15])([CH3:14])[C:10]([CH3:13])([CH3:12])[CH3:11])[N:7]=[C:2]([N:26]2[CH2:27][CH:28]3[CH2:31][CH2:32][CH:24]([CH2:30][CH2:29]3)[CH2:25]2)[N:3]=1)([CH3:23])[C:18]([CH3:21])([CH3:20])[CH3:19]. Product: CC(C(C)(C)C)(C)NC1=NC(=NC(=N1)NC(C(C)(C)C)(C)C)N1CC2CCC(C1)CC2 (3-{4,6-bis[(1,1,2,2-tetramethylpropyl)amino]-s-triazin-2-yl}-3-azabicyclo[3.2.2]nonane). Reactants: ClC1=NC(=NC(=N1)NC(C(C)(C)C)(C)C)NC(C(C)(C)C)(C)C (2-chloro-4,6-bis[(1,1,2,2-tetramethylpropyl)amino]-s-triazine), C12CNCC(CC1)CC2 (3-azabicyclo[3.2.2]nonane). Procedure: A 10.25 g. portion of 2-chloro-4,6-bis[(1,1,2,2-tetramethylpropyl)amino]-s-triazine and 7.65 g. of 3-azabicyclo[3.2.2]nonane in 50 ml. of diglyme is heated at reflux for 3 hours and then cooled, giving a pink solid. This solid is collected, washed with diglyme, suspended in 500 ml. of water, stirred, filtered and washed with water giving a pink solid. This solid is recrystallized from ethanol (charcoal being employed in decolorization) to give the desired product m.p. 282°-284° C. The solvent is COCCOCCOC (diglyme).